Dataset: the Open Reaction Database (ORD), a public repository of structured organic reaction records. Task: describe an organic reaction: reactants, conditions, products, and yield The reactants are C(C)(C)N(C(C1=CC=C(C=C1)Br)=O)C1CCCCC1 (p-bromobenzoic acid N-isopropyl-N-cyclohexyl amide), COC1=CC=C(C=C1)O (4-methoxy phenol), cuprous oxide. The solvent is N1=C(C=C(C=C1C)C)C (2,4,6-collidine). Yields the product C1(CCCCC1)N(C(C1=CC=C(C=C1)OC1=CC=C(C=C1)OC)=O)C(C)C (N-cyclohexyl-4-(4-methoxyphenoxy)-N-(1-methylethyl)benzamide). Reaction SMILES: [CH:1]([N:4]([CH:14]1[CH2:19][CH2:18][CH2:17][CH2:16][CH2:15]1)[C:5](=[O:13])[C:6]1[CH:11]=[CH:10][C:9](Br)=[CH:8][CH:7]=1)([CH3:3])[CH3:2].[CH3:20][O:21][C:22]1[CH:27]=[CH:26][C:25]([OH:28])=[CH:24][CH:23]=1>N1C(C)=CC(C)=CC=1C>[CH:14]1([N:4]([CH:1]([CH3:3])[CH3:2])[C:5](=[O:13])[C:6]2[CH:11]=[CH:10][C:9]([O:28][C:25]3[CH:26]=[CH:27][C:22]([O:21][CH3:20])=[CH:23][CH:24]=3)=[CH:8][CH:7]=2)[CH2:19][CH2:18][CH2:17][CH2:16][CH2:15]1. Procedure details: The reaction and workup were carried out in the same manner as described in Example 1 using p-bromobenzoic acid N-isopropyl-N-cyclohexyl amide (1.751 g, 5.40 mmol), 4-methoxy phenol (715 mg, 5.76 mmol) and cuprous oxide (390 mg, 2.73 mmol) in 2,4,6-collidine (15 ml). The crude product was chromatographed on silica gel using mixtures of ethyl acetate and hexane as eluents to give the title compound as a crystalline solid that could be recrystallized from ethyl acetate and hexane, m. pt. 81.73° C.... Reactants: Cl.CNC (Dimethylamine Hydrochloride), C=1C=CC2=C(C1)N=NN2O (HOBt), CCN=C=NCCCN(C)C (EDCI), CCN(C(C)C)C(C)C (DIPEA), C(N)(=O)C=1SC=2C(COC3=C(C2N1)C=C(C=C3)C#CC(C)(C)O)CC(=O)O ([2-Carbamoyl-9-(3-hydroxy-3-methyl-but-1-ynyl)-4,5-dihydro-6-oxa-3-thia-1-aza-benzo[e]azulen-4-yl]-acetic acid). Solvent: C(Cl)Cl (DCM). Reaction conditions: temperature 60 celsius, time 8 hour. Yields the product CN(C(=O)CC1COC2=C(C=3N=C(SC13)C(=O)N)C=C(C=C2)C#CC(C)(C)O)C (4-Dimethylcarbamoylmethyl-9-(3-hydroxy-3-methyl-but-1-ynyl)-4,5-dihydro-6-oxa-3-thia-1-aza-benzo[e]azulene-2-carboxylic acid amide). Isolated yield 46.8%. RXN SMILES: [C:1]([C:4]1[S:5][C:6]2[CH:7]([CH2:24][C:25]([OH:27])=O)[CH2:8][O:9][C:10]3[CH:17]=[CH:16][C:15]([C:18]#[C:19][C:20]([OH:23])([CH3:22])[CH3:21])=[CH:14][C:11]=3[C:12]=2[N:13]=1)(=[O:3])[NH2:2].Cl.[CH3:29][NH:30][CH3:31].C1C=CC2N(O)N=NC=2C=1.CCN=C=NCCCN(C)C.CCN(C(C)C)C(C)C>C(Cl)Cl>[CH3:29][N:30]([CH3:31])[C:25]([CH2:24][CH:7]1[C:6]2[S:5][C:4]([C:1]([NH2:2])=[O:3])=[N:13][C:12]=2[C:11]2[CH:14]=[C:15]([C:18]#[C:19][C:20]([OH:23])([CH3:21])[CH3:22])[CH:16]=[CH:17][C:10]=2[O:9][CH2:8]1)=[O:27] |f:1.2|. Procedure: To a mixture of [2-Carbamoyl-9-(3-hydroxy-3-methyl-but-1-ynyl)-4,5-dihydro-6-oxa-3-thia-1-aza-benzo[e]azulen-4-yl]-acetic acid (60 mg, 0.155 mmol) in DCM (20 mL) were added Dimethylamine Hydrochloride (31.7 mg, 0.388 mmol), HOBt (31.5 mg, 0.233 mmol), EDCI (44.7 mg, 0.233 mmol) and DIPEA (60.3 mg, 0.466 mmol). The mixture stirred in autoclave at 60° C. overnight. Then the mixture was cooled to room temperature and partitioned between EtOAc and H2O, and the aqueous layer was extracted with EtOAc ...